describe an organic reaction: reactants, conditions, products, and yield From a dataset of the Open Reaction Database (ORD), a public repository of structured organic reaction records. Product: Cc1cn(-c2cc(C=O)c(N)c(C(F)(F)F)c2)c(C)n1. As a reaction SMILES: [CH2:21]([Al:22][CH2:23][CH:24]([CH3:25])[CH3:26])[CH:27]([CH3:28])[CH3:29].[CH3:30][OH:31].[CH3:37][c:38]1[cH:39][cH:40][cH:41][cH:42][cH:43]1.[NH2:1][c:2]1[c:3]([C:19]#[N:20])[cH:4][c:5](-[n:12]2[c:13]([CH3:18])[n:14][c:15]([CH3:17])[cH:16]2)[cH:6][c:7]1[C:8]([F:9])([F:10])[F:11].[O:32]1[CH2:33][CH2:34][CH2:35][CH2:36]1>>[NH2:1][c:2]1[c:3]([CH:19]=[O:31])[cH:4][c:5](-[n:12]2[c:13]([CH3:18])[n:14][c:15]([CH3:17])[cH:16]2)[cH:6][c:7]1[C:8]([F:9])([F:10])[F:11]. Starting materials: CC(C)C[Al]CC(C)C, CO, Cc1ccccc1, Cc1cn(-c2cc(C#N)c(N)c(C(F)(F)F)c2)c(C)n1, C1CCOC1. The reactants are FC1=CC=C(N)C=C1 (4-fluoroaniline), C(=O)OCC (ethyl formate), C(C)O (ethanol), C=1(C(=CC=CC1)S(=O)(=O)C[N+]#[C-])C (Toluenesulfonylmethyl isocyanide). Reaction conditions: temperature 65 celsius, time 2 hour. Yields the product FC1=CC=C(C=C1)N1C=NC=C1C(=O)OCC (ethyl 1-(4-fluorophenyl)-1H-imidazole-5-carboxylate). Isolated yield 85.0%. As a reaction SMILES: [F:1][C:2]1[CH:8]=[CH:7][C:5]([NH2:6])=[CH:4][CH:3]=1.[CH:9]([O:11][CH2:12][CH3:13])=[O:10].C1(C)C(S([CH2:23][N+:24]#[C-:25])(=O)=O)=CC=CC=1.[CH2:27](O)C>>[F:1][C:2]1[CH:8]=[CH:7][C:5]([N:6]2[C:27]([C:9]([O:11][CH2:12][CH3:13])=[O:10])=[CH:23][N:24]=[CH:25]2)=[CH:4][CH:3]=1. Procedure: A mixture of 4-fluoroaniline (11.1 g), ethyl formate (25.0 g) and ethanol (150 ml) was stirred at 65° C. for 2 hrs. Toluenesulfonylmethyl isocyanide (23.4 g) was added to the reaction mixture and the mixture was stirred for 2 hrs. with heating under reflux. The reaction mixture was concentrated and poured into water. The precipitated solids were collected by filtration, washed with water and dried to give ethyl 1-(4-fluorophenyl)-1H-imidazole-5-carboxylate (19.8 g, 85%). Recrystallization thereo... Reactants: I.[C@H]1(CCC2=CC=CC=C12)NC1=NC2=CC=C(C=C2C=C1)NC(SC)=N (1-[2-((R)-Indan-1-ylamino)-quinolin-6-yl]-2-methyl-isothiourea hydroiodide), C(C1=CC=CC=C1)N (Benzylamine). The solvent is C(C)O (ethanol). Yields the product C(C1=CC=CC=C1)NC(=N)NC=1C=C2C=CC(=NC2=CC1)N[C@@H]1CCC2=CC=CC=C12 (N-Benzyl-N′-[2-((R)-indan-1-ylamino)-quinolin-6-yl]-guanidine). Isolated yield 56.9%. Reaction SMILES: I.[C@H:2]1([NH:11][C:12]2[CH:21]=[CH:20][C:19]3[C:14](=[CH:15][CH:16]=[C:17]([NH:22][C:23](=[NH:26])SC)[CH:18]=3)[N:13]=2)[C:10]2[C:5](=[CH:6][CH:7]=[CH:8][CH:9]=2)[CH2:4][CH2:3]1.[CH2:27]([NH2:34])[C:28]1[CH:33]=[CH:32][CH:31]=[CH:30][CH:29]=1>C(O)C>[CH2:27]([NH:34][C:23]([NH:22][C:17]1[CH:18]=[C:19]2[C:14](=[CH:15][CH:16]=1)[N:13]=[C:12]([NH:11][C@H:2]1[C:10]3[C:5](=[CH:6][CH:7]=[CH:8][CH:9]=3)[CH2:4][CH2:3]1)[CH:21]=[CH:20]2)=[NH:26])[C:28]1[CH:33]=[CH:32][CH:31]=[CH:30][CH:29]=1 |f:0.1|. Procedure: 1-[2-((R)-Indan-1-ylamino)-quinolin-6-yl]-2-methyl-isothiourea hydroiodide (345 mg, 0.72 mmol) was dissolved in 10 mL ethanol. Benzylamine (310 mg, 2.9 mmol) was added and the reaction mixture was refluxed overnight. The solvent was evaporated and the residue was purified by column chromatography (silica gel, dichloromethane/methanol 19:1). The title compound (167 mg, 56%) was obtained as a light yellow foam; MS: m/e=408.5 (M+H+). Starting materials: CCCC(CCC)C(=O)O, CC(C)[N-]C(C)C, CI, [Li+]. The product is CCCC(C)(CCC)C(=O)O. Reaction SMILES: [CH2:1]([CH2:2][CH3:3])[CH:4]([C:5](=[O:6])[OH:7])[CH2:8][CH2:9][CH3:10].[CH3:12][CH:13]([N-:14][CH:15]([CH3:16])[CH3:17])[CH3:18].[CH3:19][I:20].[Li+:11]>>[CH2:1]([CH2:2][CH3:3])[C:4]([C:5](=[O:6])[OH:7])([CH2:8][CH2:9][CH3:10])[CH3:12]. Yield: 70.3%. Reaction SMILES: [Na].[O:2]1[CH:6]=[CH:5][CH:4]=[C:3]1[C:7](=O)/[CH:8]=[C:9](/[O:12][CH:13]([CH3:15])[CH3:14])\SC.[C:17]([CH2:19][C:20]([NH2:22])=[O:21])#[N:18]>C(O)(C)C>[O:2]1[CH:6]=[CH:5][CH:4]=[C:3]1[C:7]1[NH:22][C:20](=[O:21])[C:19]([C:17]#[N:18])=[C:9]([O:12][CH:13]([CH3:15])[CH3:14])[CH:8]=1 |^1:0|. Yields the product O1C(=CC=C1)C1=CC(=C(C(N1)=O)C#N)OC(C)C (6-(2-Furyl)-4-isopropoxy-2-oxo-1,2-dihydro-3-pyridinecarbonitrile). Run at time 8 hour. Reactants: Ice water, O1C(=CC=C1)C(\C=C(/SC)\OC(C)C)=O ((Z)-1-(2-furyl)-3-isopropoxy-3-(methylsulfanyl)-2-propen-1-one), C(#N)CC(=O)N (2-cyanoacetamide), [Na] (Sodium). The solvent is C(C)(C)O (isopropanol). Procedure: Sodium (309 mg, 13.4 mmol) was dissolved in isopropanol (46 mL). Then, (Z)-1-(2-furyl)-3-isopropoxy-3-(methylsulfanyl)-2-propen-1-one (3.03 g, 13.4 mmol) and 2-cyanoacetamide (1.13 g, 13.4 mmol) were added thereto, followed by stirring overnight at room temperature. Ice-water was added to the reaction solution, and then the solid was collected by filtration, and washed with water and diethyl ether, to give the title compound (2.3 g, 70%). Starting materials: [Al], O=C(O)C=Cc1ccccc1, O=S(Cl)Cl, c1ccccc1. Product: O=C(Cl)C=Cc1ccccc1. Reaction SMILES: [Al:12].[CH:1](=[CH:2][c:3]1[cH:4][cH:5][cH:6][cH:7][cH:8]1)[C:9]([OH:10])=[O:11].[S:13]([Cl:14])([Cl:15])=[O:16].[cH:17]1[cH:18][cH:19][cH:20][cH:21][cH:22]1>>[CH:1](=[CH:2][c:3]1[cH:4][cH:5][cH:6][cH:7][cH:8]1)[C:9](=[O:11])[Cl:15]. Starting materials: ClC=1C(=C(C(=C2C1C(=O)OC2=O)Cl)Cl)Cl (tetrachlorophthalic anhydride), C1=CC(=CC=C1N)N (p-phenylenediamine). The solvent is CN1C(CCC1)=O (N-methyl-2-pyrrolidone). Conditions: temperature 200 celsius. Product: C1(=CC=C(C=C1)N1C(C=2C(C1=O)=C(C(=C(C2Cl)Cl)Cl)Cl)=O)N2C(C=1C(C2=O)=C(C(=C(C1Cl)Cl)Cl)Cl)=O (N,N'-(p-phenylene)-bis[3,4,5,6-tetrachlorophthalimide]). Isolated yield 52.9%. As a reaction SMILES: [Cl:1][C:2]1[C:3]([Cl:15])=[C:4]([Cl:14])[C:5]([Cl:13])=[C:6]2[C:11](=[O:12])O[C:8](=[O:9])[C:7]=12.[CH:16]1[C:21]([NH2:22])=[CH:20][CH:19]=[C:18]([NH2:23])[CH:17]=1>CN1CCCC1=O>[C:18]1([N:23]2[C:8](=[O:9])[C:7]3=[C:2]([Cl:1])[C:3]([Cl:15])=[C:4]([Cl:14])[C:5]([Cl:13])=[C:6]3[C:11]2=[O:12])[CH:19]=[CH:20][C:21]([N:22]2[C:11](=[O:12])[C:6]3=[C:5]([Cl:13])[C:4]([Cl:14])=[C:3]([Cl:15])[C:2]([Cl:1])=[C:7]3[C:8]2=[O:9])=[CH:16][CH:17]=1. Procedure: In a 5 liter round-bottom flask equipped with a heating mantle, a stirrer, a thermometer, a condenser and a nitrogen purge, there were reacted 457.5 gms (1.6 mole) of tetrachlorophthalic anhydride and 86.5 gms (0.8 mole) of p-phenylenediamine in 2000 ml. of N-methyl-2-pyrrolidone (NMP), the reactants going into solution as the mixture was heated with stirring. At 170° C., precipitation began and continued as the temperature was raised to 200° C. where it was maintained for 90 minutes. The reacti... Starting materials: CO, CC(NC1CS(=O)(=O)CC1C(=O)N1CCCC(Cc2ccc(F)cc2)C1)c1ccccc1, [OH-], [OH-], [Pd+2]. Product: NC1CS(=O)(=O)CC1C(=O)N1CCCC(Cc2ccc(F)cc2)C1. RXN SMILES: [CH3:36][OH:37].[O:1]=[S:2]1(=[O:32])[CH2:3][CH:4]([C:16](=[O:17])[N:18]2[CH2:19][CH:20]([CH2:24][c:25]3[cH:26][cH:27][c:28]([F:31])[cH:29][cH:30]3)[CH2:21][CH2:22][CH2:23]2)[CH:5]([NH:7][CH:8]([c:9]2[cH:10][cH:11][cH:12][cH:13][cH:14]2)[CH3:15])[CH2:6]1.[OH-:33].[OH-:35].[Pd+2:34]>>[O:1]=[S:2]1(=[O:32])[CH2:3][CH:4]([C:16](=[O:17])[N:18]2[CH2:19][CH:20]([CH2:24][c:25]3[cH:26][cH:27][c:28]([F:31])[cH:29][cH:30]3)[CH2:21][CH2:22][CH2:23]2)[CH:5]([NH2:7])[CH2:6]1. The reactants are CC1=NC2=C(C(O1)=O)C=CC=C2C(=O)O (2-Methyl-4-oxo-4H-3,1-benzoxazine-8-carboxylic acid), C(C)(=O)[O-].[NH4+] (Ammonium acetate). Solvent: [NH4+].[OH-] (NH4OH), CO (MeOH). Conditions: temperature 80 celsius. Yields the product CC1=NC2=C(C=CC=C2C(N1)=O)C(=O)O (2-Methyl-4-oxo-3,4-dihydroquinazoline-8-carboxylic acid). Yield: 16325.3%. Reaction SMILES: [CH3:1][C:2]1[O:7][C:6](=[O:8])[C:5]2[CH:9]=[CH:10][CH:11]=[C:12]([C:13]([OH:15])=O)[C:4]=2[N:3]=1.C([O-])(=O)C.[NH4+:20]>[NH4+].[OH-].CO>[CH3:1][C:2]1[NH:20][C:13](=[O:15])[C:12]2[C:4](=[C:5]([C:6]([OH:7])=[O:8])[CH:9]=[CH:10][CH:11]=2)[N:3]=1 |f:1.2,3.4|. Reported procedure: 2-Methyl-4-oxo-4H-3,1-benzoxazine-8-carboxylic acid (51.5 g; 251.26 mmol) was dissolved in NH4OH (360.0 ml; 6.98 V; 28% solution). Ammonium acetate (77.5 g; 1.005 mmol) was added, and the reaction mixture was heated at 80° C. for 2 h. The reaction mixture was cooled to room temperature and diluted with MeOH (40 mL) then heated for 72 h at 80° C. in a pressure bottle. The reaction mixture was concentrated on the rotary evaporator then cooled on ice and filtered. The solid was dried under vacuum t... Starting materials: C(C)(C)(C)OC(=O)N1C(CC(CC1C)=O)C (2,6-dimethyl-4-oxo-piperidine-1-carboxylic acid tert-butyl ester), CCOC(=O)CC(=O)CC(=O)OCC (diethyl acetonedicarboxylate), C(C)=O (acetaldehyde). Reaction conditions: time 8 hour. The product is CC1NC(C(C(C1C(=O)OCC)=O)C(=O)OCC)C (diethyl 2,6-dimethyl-4-oxopiperidine-3,5-dicarboxylate). Isolated yield 54.0%. As a reaction SMILES: C(OC([N:8]1[CH:13](C)[CH2:12]C(=O)[CH2:10][CH:9]1C)=O)(C)(C)C.[CH3:17][CH2:18][O:19][C:20]([CH2:22][C:23]([CH2:25][C:26]([O:28][CH2:29][CH3:30])=[O:27])=[O:24])=[O:21].C(=O)C>>[CH3:10][CH:9]1[CH:25]([C:26]([O:28][CH2:29][CH3:30])=[O:27])[C:23](=[O:24])[CH:22]([C:20]([O:19][CH2:18][CH3:17])=[O:21])[CH:13]([CH3:12])[NH:8]1. Reported procedure: Compound 5-3 was made in a manner similar to Hall, H. K. Jr.; J. Am. Chem. Soc., 1957, 79, 5444-5447. Step 2a: Into a mixture of diethyl acetonedicarboxylate (103.6 g, 0.512 mol) and acetaldehyde (45.3 g, 1.33 mol) was bubbled ammonia gas until that liquid was saturated at −30° C. The solution was stored in freezer overnight. The yellow sludge was dissolved in dichloromethane (15 mL), filtered though silica gel and washed with EtOAc. The organic layer was concentrated to give diethyl 2,6-dimethy...